From a dataset of the Open Reaction Database (ORD), a public repository of structured organic reaction records. describe an organic reaction: reactants, conditions, products, and yield As a reaction SMILES: [Br:1][c:2]1[cH:3][cH:4][n:5][cH:6][cH:7]1.[C:74](=[O:75])([O-:76])[O-:77].[Cs+:78].[Cs+:79].[F:8][c:9]1[c:10]([CH:16]2[CH2:17][CH2:18][CH:19]([NH:24][C:25]([O:26][C:27]([CH3:28])([CH3:29])[CH3:30])=[O:31])[C:20](=[O:23])[NH:21][CH2:22]2)[cH:11][cH:12][cH:13][c:14]1[F:15].[O:106]=[C:107]([CH:108]=[CH:109][c:110]1[cH:111][cH:112][cH:113][cH:114][cH:115]1)[CH:116]=[CH:117][c:118]1[cH:119][cH:120][cH:121][cH:122][cH:123]1.[O:124]=[C:125]([CH:126]=[CH:127][c:128]1[cH:129][cH:130][cH:131][cH:132][cH:133]1)[CH:134]=[CH:135][c:136]1[cH:137][cH:138][cH:139][cH:140][cH:141]1.[O:80]1[CH2:81][CH2:82][O:83][CH2:84][CH2:85]1.[O:88]=[C:89]([CH:90]=[CH:91][c:92]1[cH:93][cH:94][cH:95][cH:96][cH:97]1)[CH:98]=[CH:99][c:100]1[cH:101][cH:102][cH:103][cH:104][cH:105]1.[Pd:86].[Pd:87].[c:32]1([P:33]([c:34]2[cH:35][cH:36][cH:37][cH:38][cH:39]2)[c:40]2[c:41]3[c:65]([cH:66][cH:67][cH:68]2)[C:62]([CH3:63])([CH3:64])[c:44]2[c:43]([c:48]([P:49]([c:50]4[cH:51][cH:52][cH:53][cH:54][cH:55]4)[c:56]4[cH:57][cH:58][cH:59][cH:60][cH:61]4)[cH:47][cH:46][cH:45]2)[O:42]3)[cH:69][cH:70][cH:71][cH:72][cH:73]1>>[c:2]1([N:21]2[C:20](=[O:23])[CH:19]([NH:24][C:25]([O:26][C:27]([CH3:28])([CH3:29])[CH3:30])=[O:31])[CH2:18][CH2:17][CH:16]([c:10]3[c:9]([F:8])[c:14]([F:15])[cH:13][cH:12][cH:11]3)[CH2:22]2)[cH:3][cH:4][n:5][cH:6][cH:7]1. Product: CC(C)(C)OC(=O)NC1CCC(c2cccc(F)c2F)CN(c2ccncc2)C1=O. Starting materials: Brc1ccncc1, O=C([O-])[O-], [Cs+], [Cs+], CC(C)(C)OC(=O)NC1CCC(c2cccc(F)c2F)CNC1=O, O=C(C=Cc1ccccc1)C=Cc1ccccc1, O=C(C=Cc1ccccc1)C=Cc1ccccc1, C1COCCO1, O=C(C=Cc1ccccc1)C=Cc1ccccc1, [Pd], [Pd], CC1(C)c2cccc(P(c3ccccc3)c3ccccc3)c2Oc2c(P(c3ccccc3)c3ccccc3)cccc21. Starting materials: C, COC(=O)c1cc(C=C2SC(=O)NC2=O)ccc1OC, CN(C)C=O, [Pd]. The product is COC(=O)c1cc(CC2SC(=O)NC2=O)ccc1OC. RXN SMILES: [C:21].[O:1]=[C:2]1[S:3][C:4](=[CH:8][c:9]2[cH:10][cH:11][c:12]([O:19][CH3:20])[c:13]([C:14](=[O:15])[O:16][CH3:17])[cH:18]2)[C:5](=[O:7])[NH:6]1.[O:23]=[CH:24][N:25]([CH3:26])[CH3:27].[Pd:22]>>[O:1]=[C:2]1[S:3][CH:4]([CH2:8][c:9]2[cH:10][cH:11][c:12]([O:19][CH3:20])[c:13]([C:14](=[O:15])[O:16][CH3:17])[cH:18]2)[C:5](=[O:7])[NH:6]1.